Dataset: the Open Reaction Database (ORD), a public repository of structured organic reaction records. Task: describe an organic reaction: reactants, conditions, products, and yield Reactants: ClC1=C(C(=CC(=C1)C1=C(C=CC=C1)C(F)(F)F)[N+](=O)[O-])OC1=C(C=C(C=C1[N+](=O)[O-])C1=C(C=CC=C1)C(F)(F)F)Cl (2-chloro-α,α,α-trifluoro-6-nitro-p-tolylphenyl ether), [H][H] (hydrogen). Reagents/catalysts: O=[Pt]=O (PtO2). The solvent is C(C)O (ethanol). Product: NC1=C(C(=CC(=C1)C1=C(C=CC=C1)C(F)(F)F)Cl)OC1=C(C=C(C=C1Cl)C1=C(C=CC=C1)C(F)(F)F)N (2-amino-6-chloro-α,α,α-trifluoro-p-tolylphenyl ether). Yield: 35.8%. RXN SMILES: [Cl:1][C:2]1[CH:7]=[C:6]([C:8]2[CH:13]=[CH:12][CH:11]=[CH:10][C:9]=2[C:14]([F:17])([F:16])[F:15])[CH:5]=[C:4]([N+:18]([O-])=O)[C:3]=1[O:21][C:22]1[C:27]([N+:28]([O-])=O)=[CH:26][C:25]([C:31]2[CH:36]=[CH:35][CH:34]=[CH:33][C:32]=2[C:37]([F:40])([F:39])[F:38])=[CH:24][C:23]=1[Cl:41].[H][H]>C(O)C.O=[Pt]=O>[NH2:18][C:4]1[CH:5]=[C:6]([C:8]2[CH:13]=[CH:12][CH:11]=[CH:10][C:9]=2[C:14]([F:16])([F:17])[F:15])[CH:7]=[C:2]([Cl:1])[C:3]=1[O:21][C:22]1[C:23]([Cl:41])=[CH:24][C:25]([C:31]2[CH:36]=[CH:35][CH:34]=[CH:33][C:32]=2[C:37]([F:40])([F:39])[F:38])=[CH:26][C:27]=1[NH2:28]. Procedure: A solution of 2-chloro-α,α,α-trifluoro-6-nitro-p-tolylphenyl ether (150 g., 0.472 mole) in ethanol (1200 ml.) was shaken in an atmosphere of hydrogen in a Parr apparatus in the presence of PtO2 (600 mg.) until uptake ceased. The catalyst was filtered off, the solvent removed, and the residue taken up in pentane (600 ml.) and filtered through activated silica gel (~ 15 g.) and the solvent removed. The residue was recrystallized from pentane at -20° C. to give 2-amino-6-chloro-α,α,α-trifluoro-p-to... Reactants: CI (methyl iodide), CSC(C(=O)OC)C1=CC(=CC=C1)C1(OCCO1)C1=CC=CC=C1 (Methyl α-methylthio[m-(2-phenyl-1,3-dioxa-2-cyclopentyl)phenyl]acetate), [H-].[Na+] (sodium hydride), [H][H] (Hydrogen), [Cl-].[NH4+] (ammonium chloride). Run in O (water), CS(=O)C (dimethyl sulfoxide). Conditions: temperature 15 celsius, time 1 hour. Product: CSC(C(=O)OC)(C)C1=CC(=CC=C1)C1(OCCO1)C1=CC=CC=C1 (methyl α-methylthio-α-[m-(2-phenyl-1,3-dioxa-2-cyclopentyl)phenyl]propionate). The yield is 86.0%. Reaction SMILES: [CH3:1][S:2][CH:3]([C:8]1[CH:13]=[CH:12][CH:11]=[C:10]([C:14]2([C:19]3[CH:24]=[CH:23][CH:22]=[CH:21][CH:20]=3)[O:18][CH2:17][CH2:16][O:15]2)[CH:9]=1)[C:4]([O:6][CH3:7])=[O:5].[H-].[Na+].[H][H].[CH3:29]I.[Cl-].[NH4+]>CS(C)=O.O>[CH3:1][S:2][C:3]([C:8]1[CH:13]=[CH:12][CH:11]=[C:10]([C:14]2([C:19]3[CH:24]=[CH:23][CH:22]=[CH:21][CH:20]=3)[O:18][CH2:17][CH2:16][O:15]2)[CH:9]=1)([CH3:29])[C:4]([O:6][CH3:7])=[O:5] |f:1.2,5.6|. Reported procedure: Methyl α-methylthio[m-(2-phenyl-1,3-dioxa-2-cyclopentyl)phenyl]acetate (6.88 g) was dissolved in 30 ml of anhydrous dimethyl sulfoxide. While cooling at 15° C., 810 mg (65% content) of sodium hydride was added, and the mixture was stirred for 1 hour. Hydrogen evolved gradually to form a reddish brown solution. While cooling at 15° C., 1.5 ml of methyl iodide was added to this solution, whereupon the color vanished immediately. After stirring for 5 minutes, an aqueous solution of ammonium chlorid... Starting materials: C(C)(C)(C)ON=O (t-butylnitrite), C(C)(=O)OCC(=C)CBr (2-acetoxymethyl-3-bromopropene), [N+](=O)([O-])C=1C=C(N)C=C(C1)[N+](=O)[O-] (3,5-dinitroaniline). Solvent: CC#N (CH3CN). Conditions: time 1 hour. Product: C(C)(=O)OCC(CC1=CC(=CC(=C1)[N+](=O)[O-])[N+](=O)[O-])=C (1-(2-acetoxymethyl-2-propenyl)-3,5-dinitrobenzene). The yield is 74.9%. As a reaction SMILES: C(ON=O)(C)(C)C.[C:8]([O:11][CH2:12][C:13]([CH2:15]Br)=[CH2:14])(=[O:10])[CH3:9].[N+:17]([C:20]1[CH:21]=[C:22]([CH:24]=[C:25]([N+:27]([O-:29])=[O:28])[CH:26]=1)N)([O-:19])=[O:18]>CC#N>[C:8]([O:11][CH2:12][C:13](=[CH2:14])[CH2:15][C:22]1[CH:21]=[C:20]([N+:17]([O-:19])=[O:18])[CH:26]=[C:25]([N+:27]([O-:29])=[O:28])[CH:24]=1)(=[O:10])[CH3:9]. Procedure: To a solution of t-butylnitrite (0.47 ml, 4.0 mmol) and 2-acetoxymethyl-3-bromopropene (1.93 g, 10.0 mmol) in 1 ml CH3CN, 3,5-dinitroaniline (0.37 g, 2.0 mmol) was added, while maintaining the temperature between 18 and 24° C. The mixture was stirred for 1 h at room temperature. The volatile material in the solution was removed at reduced pressure. Flash chromatography (heptane/ethylacetate) gave 0.42 g 1-(2-acetoxymethyl-2-propenyl)-3,5-dinitrobenzene. 1H-NMR (CDCl3, 300 MHz) δ ppm: 8.94 (t, J=...